From a dataset of the Open Reaction Database (ORD), a public repository of structured organic reaction records. describe an organic reaction: reactants, conditions, products, and yield The reactants are [BH4-].[Na+] (Sodium borohydride), C(C1=CC=CC=C1)(=O)C1=CC=C(NC2=NC=CC(=N2)C2=CN=C3N2C=CC=C3)C=C1 (2-(4-benzoylanilino)-4-(imidazo-[1,2-a]-pyridin-3-yl)-pyrimidine), Cl (HCl). Run in CO (methanol). Reaction conditions: time 63 hour. The product is OC(C1=CC=C(NC2=NC=CC(=N2)C2=CN=C3N2C=CC=C3)C=C1)C1=CC=CC=C1 ((±)-2-[4-(Hydroxyphenylmethyl)anilino]-4-(imidazo-[1,2-a]-pyridin-3-yl)pyrimidine). The yield is 88.4%. Reaction SMILES: [BH4-].[Na+].[C:3]([C:11]1[CH:32]=[CH:31][C:14]([NH:15][C:16]2[N:21]=[C:20]([C:22]3[N:26]4[CH:27]=[CH:28][CH:29]=[CH:30][C:25]4=[N:24][CH:23]=3)[CH:19]=[CH:18][N:17]=2)=[CH:13][CH:12]=1)(=[O:10])[C:4]1[CH:9]=[CH:8][CH:7]=[CH:6][CH:5]=1.Cl>CO>[OH:10][CH:3]([C:4]1[CH:5]=[CH:6][CH:7]=[CH:8][CH:9]=1)[C:11]1[CH:32]=[CH:31][C:14]([NH:15][C:16]2[N:21]=[C:20]([C:22]3[N:26]4[CH:27]=[CH:28][CH:29]=[CH:30][C:25]4=[N:24][CH:23]=3)[CH:19]=[CH:18][N:17]=2)=[CH:13][CH:12]=1 |f:0.1|. Reported procedure: Sodium borohydride (9 mg, 0.24 mmol) was added in one portion to a suspension of 2-(4-benzoylanilino)-4-(imidazo-[1,2-a]-pyridin-3-yl)-pyrimidine (27 mg, 0.069 mmol) in methanol (2 mL). The mixture was stirred at room temperature for 63 hours. HCl (5 mL, 1 M) was added and the mixture was stirred for another 15 min. After evaporation of the solvent in vacuo, the residue was suspended in water and extracted with chloroform. The phases were separated and the organic phase was dried (MgSO4) and the... Reported procedure: The above compound may be made analogous to Example 1 using ethyl 1-(6-((2,6-dimethylbenzyl)amino)-4-oxo-3,4-dihydroquinazolin-2-yl)-1H-pyrazole-4-carboxylate in step D and N-ethyl-N-methylamine in step E. MS (ESI/CI): predicted mass C24H26N6O2, 430.2. Starting materials: CC1=C(CNC=2C=C3C(NC(=NC3=CC2)N2N=CC(=C2)C(=O)OCC)=O)C(=CC=C1)C (ethyl 1-(6-((2,6-dimethylbenzyl)amino)-4-oxo-3,4-dihydroquinazolin-2-yl)-1H-pyrazole-4-carboxylate), C(C)NC (N-ethyl-N-methylamine). Product: CC1=C(CNC=2C=C3C(=NC(=NC3=CC2)N2N=CC(=C2)C(=O)O)N(C)CC)C(=CC=C1)C (1-(6-((2,6-Dimethylbenzyl)amino)-4-(ethyl(methyl)amino)quinazolin-2-yl)-1H-pyrazole-4-carboxylic acid). RXN SMILES: [CH3:1][C:2]1[CH:30]=[CH:29][CH:28]=[C:27]([CH3:31])[C:3]=1[CH2:4][NH:5][C:6]1[CH:7]=[C:8]2[C:13](=[CH:14][CH:15]=1)[N:12]=[C:11]([N:16]1[CH:20]=[C:19]([C:21]([O:23]CC)=[O:22])[CH:18]=[N:17]1)[NH:10][C:9]2=O.[CH2:32]([NH:34][CH3:35])[CH3:33]>>[CH3:31][C:27]1[CH:28]=[CH:29][CH:30]=[C:2]([CH3:1])[C:3]=1[CH2:4][NH:5][C:6]1[CH:7]=[C:8]2[C:13](=[CH:14][CH:15]=1)[N:12]=[C:11]([N:16]1[CH:20]=[C:19]([C:21]([OH:23])=[O:22])[CH:18]=[N:17]1)[N:10]=[C:9]2[N:34]([CH2:32][CH3:33])[CH3:35]. Starting materials: C(C)OC(C1=CC=C(C=C1)CN1C(=NC2=C1C=C(C=C2)C(C2=CC=CC=C2)=O)CCC)=O (4-(6-benzoyl-2-propyl-benzoimidazol-1-ylmethyl)-benzoic acid ethyl ester), [BH4-].[Na+] (sodium borohydride), CC(=O)C (acetone). Solvent: C(C)O (ethanol). Reaction conditions: time 4 hour. Yields the product C(C)OC(C1=CC=C(C=C1)CN1C(=NC2=C1C=C(C=C2)C(C2=CC=CC=C2)O)CCC)=O (4-[6-(Hydroxy-(phenyl)-methyl)-2- propyl -benzoimidazol-1-ylmethyl]-benzoic acid ethyl ester). Isolated yield 60.0%. RXN SMILES: [CH2:1]([O:3][C:4](=[O:32])[C:5]1[CH:10]=[CH:9][C:8]([CH2:11][N:12]2[C:16]3[CH:17]=[C:18]([C:21](=[O:28])[C:22]4[CH:27]=[CH:26][CH:25]=[CH:24][CH:23]=4)[CH:19]=[CH:20][C:15]=3[N:14]=[C:13]2[CH2:29][CH2:30][CH3:31])=[CH:7][CH:6]=1)[CH3:2].[BH4-].[Na+].CC(C)=O>C(O)C>[CH2:1]([O:3][C:4](=[O:32])[C:5]1[CH:6]=[CH:7][C:8]([CH2:11][N:12]2[C:16]3[CH:17]=[C:18]([CH:21]([OH:28])[C:22]4[CH:27]=[CH:26][CH:25]=[CH:24][CH:23]=4)[CH:19]=[CH:20][C:15]=3[N:14]=[C:13]2[CH2:29][CH2:30][CH3:31])=[CH:9][CH:10]=1)[CH3:2] |f:1.2|. Reported procedure: To a solution of 4-(6-benzoyl-2-propyl-benzoimidazol-1-ylmethyl)-benzoic acid ethyl ester (1.5 g; 3.5 mmol) in ethanol (50 mL) was added sodium borohydride (1.0 g; 29.4 mmol). After stirring at ambient temperature for 4 hours, acetone (20 mL) was added. The solvent was evaporated. The residue was dissolved in ethyl acetate and washed with water. The organic phase was evaporated to give the title compound (0.9 g, 60% yield) as a white solid which was used without further purification in step 2. The reactants are C(C)(=O)OCCC(=C[C@H](C(=O)OCC)NC=O)CP(=O)(OC(C)C)OC(C)C (ethyl 6-acetoxy-2(R)-formylamino-4-diisopropylphosphonomethyl-hex-3-enoate), C(Cl)Cl (CH2Cl2), C[Si](Br)(C)C (trimethylbromosilane). Run in C(C)O (ethanol). Run at temperature 0 celsius, time 24 hour. The product is N[C@@H](C(=O)O)C=C(CCO)CP(=O)(O)O (2(R)-amino-6-hydroxy-4-phosphonomethyl-hex-3-enoic acid). As a reaction SMILES: C([O:4][CH2:5][CH2:6][C:7]([CH2:18][P:19]([O:25]C(C)C)([O:21]C(C)C)=[O:20])=[CH:8][C@@H:9]([NH:15]C=O)[C:10]([O:12]CC)=[O:11])(=O)C.C(Cl)Cl.C[Si](C)(C)Br>C(O)C>[NH2:15][C@H:9]([CH:8]=[C:7]([CH2:18][P:19]([OH:25])([OH:21])=[O:20])[CH2:6][CH2:5][OH:4])[C:10]([OH:12])=[O:11]. Procedure details: 12.7 g (30.2 mmol) of ethyl 6-acetoxy-2(R)-formylamino-4-diisopropylphosphonomethyl-hex-3-enoate are dissolved in 100 ml of abs. CH2Cl2 and 15.6 ml (120.8 mmol) of trimethylbromosilane are added to this solution at room temperature. The reaction mixture is allowed to stand for 24 hours at room temperature. After addition of 100 ml of abs. ethanol the reaction mixture is again allowed to stand for 24 hours at room temperature and then concentrated by evaporation. The residue is dissolved in ethan... Reactants: NC1C(N(C2=C(C(=N1)C1=CC=CC=C1)C=CC=C2)C)=O (3-amino-1,3-dihydro-1-methyl-5-phenyl-2H-1,4-benzodiazepin-2-one), FC=1C=C(CNC(C(C(=O)O)F)=O)C=C(C1)F (N-(3,5-difluoro-benzyl)-2-fluoro-malonamic acid). Yields the product FC=1C=C(CNC(C(C(=O)NC2N=C(C3=C(N(C2=O)C)C=CC=C3)C3=CC=CC=C3)F)=O)C=C(C1)F (N-(3,5-Difluoro-benzyl)-2-fluoro-N′-(1-methyl-2-oxo-5-phenyl-2,3-dihydro-1H-benzo[e][1,4]diazepin-3-yl)-malonamide). As a reaction SMILES: [NH2:1][CH:2]1[N:8]=[C:7]([C:9]2[CH:14]=[CH:13][CH:12]=[CH:11][CH:10]=2)[C:6]2[CH:15]=[CH:16][CH:17]=[CH:18][C:5]=2[N:4]([CH3:19])[C:3]1=[O:20].[F:21][C:22]1[CH:23]=[C:24]([CH:34]=[C:35]([F:37])[CH:36]=1)[CH2:25][NH:26][C:27](=[O:33])[CH:28]([F:32])[C:29](O)=[O:30]>>[F:21][C:22]1[CH:23]=[C:24]([CH:34]=[C:35]([F:37])[CH:36]=1)[CH2:25][NH:26][C:27](=[O:33])[CH:28]([F:32])[C:29]([NH:1][CH:2]1[C:3](=[O:20])[N:4]([CH3:19])[C:5]2[CH:18]=[CH:17][CH:16]=[CH:15][C:6]=2[C:7]([C:9]2[CH:14]=[CH:13][CH:12]=[CH:11][CH:10]=2)=[N:8]1)=[O:30]. Procedure: The title compound, MS: m/e=495.3 (M+H+), was prepared in analogy to example 16 from 3-amino-1,3-dihydro-1-methyl-5-phenyl-2H-1,4-benzodiazepin-2-one and N-(3,5-difluoro-benzyl)-2-fluoro-malonamic acid. Reactants: O=C([O-])O, ClCCl, COc1cc2c(Oc3ccccc3)ncnc2cc1OCCN1CCSCC1, Cl, [Na+]. Yields the product COc1cc2c(=O)[nH]cnc2cc1OCCN1CCSCC1. RXN SMILES: [C:29](=[O:30])([O-:31])[OH:32].[CH2:34]([Cl:35])[Cl:36].[CH3:1][O:2][c:3]1[cH:4][c:5]2[c:6]([O:22][c:23]3[cH:24][cH:25][cH:26][cH:27][cH:28]3)[n:7][cH:8][n:9][c:10]2[cH:11][c:12]1[O:13][CH2:14][CH2:15][N:16]1[CH2:17][CH2:18][S:19][CH2:20][CH2:21]1.[ClH:37].[Na+:33]>>[CH3:1][O:2][c:3]1[cH:4][c:5]2[c:6](=[O:22])[nH:7][cH:8][n:9][c:10]2[cH:11][c:12]1[O:13][CH2:14][CH2:15][N:16]1[CH2:17][CH2:18][S:19][CH2:20][CH2:21]1.